From a dataset of the Open Reaction Database (ORD), a public repository of structured organic reaction records. describe an organic reaction: reactants, conditions, products, and yield The reactants are CC(=O)OC(C)=O, NC1CN(c2ccc([N+](=O)[O-])cc2)C1, c1ccncc1. Product: CC(=O)NC1CN(c2ccc([N+](=O)[O-])cc2)C1. RXN SMILES: [CH3:1][C:2]([O:3][C:5]([CH3:6])=[O:7])=[O:4].[N+:8](=[O:9])([O-:10])[c:11]1[cH:12][cH:13][c:14]([N:17]2[CH2:18][CH:19]([NH2:21])[CH2:20]2)[cH:15][cH:16]1.[cH:22]1[cH:23][cH:24][n:25][cH:26][cH:27]1>>[C:5]([CH3:6])(=[O:7])[NH:21][CH:19]1[CH2:18][N:17]([c:14]2[cH:13][cH:12][c:11]([N+:8](=[O:9])[O-:10])[cH:16][cH:15]2)[CH2:20]1.